From a dataset of the Open Reaction Database (ORD), a public repository of structured organic reaction records. describe an organic reaction: reactants, conditions, products, and yield Starting materials: Cl.NCC1=CC(=C(C(=C1)F)NS(=O)(=O)C)C=C (N-(4-Aminomethyl-2-ethenyl-6-fluoro-phenyl)-methanesulfonamide HCl salt), C(C)(CC)OC1=NC(=CC=C1C=CC(=O)O)C(F)(F)F (3-(2-sec-butoxy-6-trifluoromethyl-pyridin-3-yl)-acrylic acid). Yields the product C(C)(CC)OC1=NC(=CC=C1C=CC(=O)NCC1=CC(=C(C(=C1)F)NS(=O)(=O)C)C#C)C(F)(F)F (3-(2-sec-Butoxy-6-trifluoromethyl-pyridin-3-yl)-N-(3-ethynyl-5-fluoro-4-methanesulfonylamino-benzyl)-acrylamide). Yield: 25.6%. As a reaction SMILES: Cl.[NH2:2][CH2:3][C:4]1[CH:9]=[C:8]([F:10])[C:7]([NH:11][S:12]([CH3:15])(=[O:14])=[O:13])=[C:6]([CH:16]=[CH2:17])[CH:5]=1.[CH:18]([O:22][C:23]1[C:28]([CH:29]=[CH:30][C:31](O)=[O:32])=[CH:27][CH:26]=[C:25]([C:34]([F:37])([F:36])[F:35])[N:24]=1)([CH2:20][CH3:21])[CH3:19]>>[CH:18]([O:22][C:23]1[C:28]([CH:29]=[CH:30][C:31]([NH:2][CH2:3][C:4]2[CH:9]=[C:8]([F:10])[C:7]([NH:11][S:12]([CH3:15])(=[O:14])=[O:13])=[C:6]([C:16]#[CH:17])[CH:5]=2)=[O:32])=[CH:27][CH:26]=[C:25]([C:34]([F:37])([F:35])[F:36])[N:24]=1)([CH2:20][CH3:21])[CH3:19] |f:0.1|. Procedure details: N-(4-Aminomethyl-2-ethenyl-6-fluoro-phenyl)-methanesulfonamide HCl salt (35 mg, 0.13 mmol) was reacted with 3-(2-sec-butoxy-6-trifluoromethyl-pyridin-3-yl)-acrylic acid (22 mg) to give the title compound (10 mg) after purification by column chromatography (Hex/EtOAc=1/1). Reactants: OC=1C=C2CC(NC2=CC1)=O (5-hydroxyindolin-2-one), C1CCC2=NCCCN2CC1 (DBU), BrCC(=O)OCC (ethyl bromoacetate). Run in CC(C)O (2-Propanol). Conditions: temperature 80 celsius. The product is O=C1NC2=CC=C(C=C2C1)OCC(=O)OCC (ethyl 2-((2-oxoindolin-5-yl)oxy)acetate), solid. Yield: 47.6%. As a reaction SMILES: [OH:1][C:2]1[CH:3]=[C:4]2[C:8](=[CH:9][CH:10]=1)[NH:7][C:6](=[O:11])[CH2:5]2.C1CCN2C(=NCCC2)CC1.Br[CH2:24][C:25]([O:27][CH2:28][CH3:29])=[O:26]>CC(O)C>[O:11]=[C:6]1[CH2:5][C:4]2[C:8](=[CH:9][CH:10]=[C:2]([O:1][CH2:24][C:25]([O:27][CH2:28][CH3:29])=[O:26])[CH:3]=2)[NH:7]1. Procedure: To a stirred solution of 5-hydroxyindolin-2-one (1 g, 6.70 mmol) in 2-Propanol (10 mL) was added DBU (1.52 mL, 10.06 mmol) and ethyl bromoacetate (1.12 mL, 10.06 mmol) at room temperature. The reaction mixture was refluxed at 80° C. for 12 h. After completion of the reaction as monitored by TLC, the reaction mixture was concentrated and water (100 mL) was added. The solid which precipitated was filtered and dried to yield ethyl 2-((2-oxoindolin-5-yl)oxy)acetate as an off white solid (0.75 g, 47.... Starting materials: [Al+3].[Cl-].[Cl-].[Cl-] (AlCl3), COC1=CC(=CC(=C1)OC)OC (1,3,5-trimethoxybenzene), ClC(CCC(=O)OC)=O (methyl 4-chloro-4-oxobutanoate), ice, C(Cl)Cl (DCM). Run in ClCCCl (DCE). Reaction conditions: temperature 0 celsius, time 10 minute. Yields the product O=C(CCC(=O)OC)C1=C(C=C(C=C1OC)OC)OC (methyl 4-oxo-4-(2,4,6-trimethoxyphenyl)butanoate). As a reaction SMILES: [Al+3].[Cl-].[Cl-].[Cl-].[CH3:5][O:6][C:7]1[CH:12]=[C:11]([O:13][CH3:14])[CH:10]=[C:9]([O:15][CH3:16])[CH:8]=1.Cl[C:18](=[O:25])[CH2:19][CH2:20][C:21]([O:23][CH3:24])=[O:22].C(Cl)Cl>ClCCCl>[O:25]=[C:18]([C:8]1[C:9]([O:15][CH3:16])=[CH:10][C:11]([O:13][CH3:14])=[CH:12][C:7]=1[O:6][CH3:5])[CH2:19][CH2:20][C:21]([O:23][CH3:24])=[O:22] |f:0.1.2.3|. Reported procedure: A cooled (0° C.) suspension of AlCl3 (2.036 g; 15.27 mmol) in anh. DCE (10 ml) was treated with commercially available 1,3,5-trimethoxybenzene (1.675 g; 9.96 mmol), and stirring at 0° C., under nitrogen, was continued for 10 min. Commercially available methyl 4-chloro-4-oxobutanoate (1.000 g; 6.64 mmol) was then added, and the mixture was stirred at rt for 24 h. The resulting reaction mixture was poured onto crushed ice (30 g), and DCM (20 ml) was added. The separated aq. layer was further extra... The reactants are C12CC3CC(CC(C1)C3)C2.C(C)(C)O (Adamantane 1-isopropyl alcohol), C(C(=O)O)(=O)O (oxalic acid), FC(C(=O)O)(F)F (trifluoroacetic acid), C1(CCCCC1)N=C=NC1CCCCC1 (dicyclohexylcarbodiimide). The solvent is O (water), C1=CC=CC=C1 (benzene), N1=CC=CC=C1 (pyridine), CS(=O)C (dimethylsulfoxide), CO (methanol). Run at time 8 hour. Yields the product C12CC3CC(CC(C1)C3)C2.C(C)(C)C(=O)C(C)C (Adamantane 1-isopropyl ketone). Reaction SMILES: [CH:1]12[CH2:10][CH:5]3[CH2:6][CH:7]([CH2:9][CH:3]([CH2:4]3)[CH2:2]1)[CH2:8]2.C([OH:14])(C)C.FC(F)(F)C(O)=O.C1(N=C=NC2CCCCC2)CCCCC1.C(O)(=O)C(O)=O>O.CO.CS(C)=O.C1C=CC=CC=1.N1C=CC=CC=1>[CH:1]12[CH2:10][CH:5]3[CH2:6][CH:7]([CH2:9][CH:3]([CH2:4]3)[CH2:2]1)[CH2:8]2.[CH:1]([C:10]([CH:5]([CH3:6])[CH3:4])=[O:14])([CH3:8])[CH3:2] |f:0.1,10.11|. Procedure details: Adamantane-1-isopropyl alcohol (50 gm.), 20.6 ml. pyridine, 10.3 ml. trifluoroacetic acid, 387 ml. benzene, and 387 ml. dimethylsulfoxide were added to a reaction flask and 159 gm. dicyclohexylcarbodiimide was added over 5 minutes. The mixture was stirred overnight, a solution of 70 gm. oxalic acid in 650 ml. methanol added, and the reaction mixture left 1 day at room temperature. The solution was mixed with 4 liters of water, stirred several hours, filtered and the ether separated, washed, drie... Starting materials: C1CCC2=NCCCN2CC1, CC(=O)Cl, Cc1ccccc1, O, CCCCCCCCCC1CC(O)=CC(=O)O1. The product is CCCCCCCCCC1CC(OC(C)=O)=CC(=O)O1. As a reaction SMILES: [CH2:18]1[CH2:19][CH2:20][C:21]2=[N:26][CH2:25][CH2:24][CH2:23][N:22]2[CH2:27][CH2:28]1.[CH3:29][C:30]([Cl:31])=[O:32].[CH3:34][c:35]1[cH:36][cH:37][cH:38][cH:39][cH:40]1.[OH2:33].[OH:1][C:2]1=[CH:3][C:4](=[O:17])[O:5][CH:6]([CH2:8][CH2:9][CH2:10][CH2:11][CH2:12][CH2:13][CH2:14][CH2:15][CH3:16])[CH2:7]1>>[O:1]([C:2]1=[CH:3][C:4](=[O:17])[O:5][CH:6]([CH2:8][CH2:9][CH2:10][CH2:11][CH2:12][CH2:13][CH2:14][CH2:15][CH3:16])[CH2:7]1)[C:30]([CH3:29])=[O:32]. Starting materials: CC1(C(NC2=C(O1)C=CC(=C2)[N+](=O)[O-])=O)C (2,2-Dimethyl-6-nitro-2H-benzo[b][1,4]oxazin-3(4H)-one), NC1=C(C=C(C(=C1)Cl)[N+](=O)[O-])O (2-amino-4-chloro-5-nitrophenol). Product: ClC1=CC2=C(OCC(N2)=O)C=C1[N+](=O)[O-] (6-chloro-7-nitro-2H-benz[b][1,4]oxazin-3(4H)-one). Reaction SMILES: CC1(C)[O:7][C:6]2C=CC([N+]([O-])=O)=C[C:5]=2NC1=O.[NH2:17][C:18]1[CH:23]=[C:22]([Cl:24])[C:21]([N+:25]([O-:27])=[O:26])=[CH:20][C:19]=1[OH:28]>>[Cl:24][C:22]1[C:21]([N+:25]([O-:27])=[O:26])=[CH:20][C:19]2[O:28][CH2:5][C:6](=[O:7])[NH:17][C:18]=2[CH:23]=1. Procedure details: This compound was prepared using the general procedure described for 2,2-Dimethyl-6-nitro-2H-benzo[b][1,4]oxazin-3(4H)-one above except 2-amino-4-chloro-5-nitrophenol was used as starting material.